From a dataset of the Open Reaction Database (ORD), a public repository of structured organic reaction records. describe an organic reaction: reactants, conditions, products, and yield The reactants are C(C)OC(CN1N=NC(=C1)[C@@H](C1=NC=C(C=C1)OCC(F)(F)F)NS(=O)C(C)(C)C)=O (ethyl(4-{(S)-[(tert-butylsulfinyl)amino][5-(2,2,2-trifluoroethoxy)pyridin-2-yl]methyl}-1H-1,2,3-triazol-1-yl)acetate), Cl (HCl), CCOCC (Et2O). Solvent: CCO (EtOH). Reaction conditions: time 30 minute. Yields the product [Cl-].[Cl-].[NH3+][C@H](C1=[NH+]C=C(C=C1)OCC(F)(F)F)C=1N=NN(C1)CC(=O)OCC (2-{(S)-ammonio[1-(2-ethoxy-2-oxoethyl)-1H-1,2,3-triazol-4-yl]methyl}-5-(2,2,2-trifluoroethoxy)pyridinium dichloride). Isolated yield 99.0%. As a reaction SMILES: [CH2:1]([O:3][C:4](=[O:31])[CH2:5][N:6]1[CH:10]=[C:9]([C@H:11]([NH:24]S(C(C)(C)C)=O)[C:12]2[CH:17]=[CH:16][C:15]([O:18][CH2:19][C:20]([F:23])([F:22])[F:21])=[CH:14][N:13]=2)[N:8]=[N:7]1)[CH3:2].[ClH:32].CCOCC>CCO>[Cl-:32].[Cl-:32].[NH3+:24][C@@H:11]([C:9]1[N:8]=[N:7][N:6]([CH2:5][C:4]([O:3][CH2:1][CH3:2])=[O:31])[CH:10]=1)[C:12]1[CH:17]=[CH:16][C:15]([O:18][CH2:19][C:20]([F:23])([F:21])[F:22])=[CH:14][NH+:13]=1 |f:4.5.6|. Procedure details: To a solution of ethyl(4-{(S)-[(tert-butylsulfinyl)amino][5-(2,2,2-trifluoroethoxy)pyridin-2-yl]methyl}-1H-1,2,3-triazol-1-yl)acetate (0.285 mg, 0.615 mmol) in 5.0 ml of EtOH was added 2.0N HCl in Et2O (3.070 ml, 6.150 mmol), and the mixture was stirred at RT for 30 min. Solvent removed and the residue was dried under vacuum to give the crude title compound (0.260 g, 99%). ES-MS [M+1]+: 360.1. This intermediate was carried over to the next step without further purification and characterization. The reactants are NC1=NC=2C=C(C=NC2C2=C1N=C(N2CC(C)(O)C)COCC)Br (1-[4-amino-7-bromo-2-(ethoxymethyl)-1H-imidazo[4,5-c][1,5]naphthyridin-1-yl]-2-methylpropan-2-ol), Cl.NCC1=CC=C(C=C1)B(O)O ((4-aminomethylphenyl)boronic acid hydrochloride), C([O-])([O-])=O.[K+].[K+] (potassium carbonate), COCCOC (DME), Cl.NCC1=CC=C(C=C1)B(O)O ((4-aminomethylphenyl)boronic acid hydrochloride), C([O-])([O-])=O.[K+].[K+] (potassium carbonate). The reagents and catalysts are Cl[Pd]([P](C1=CC=CC=C1)(C2=CC=CC=C2)C3=CC=CC=C3)([P](C4=CC=CC=C4)(C5=CC=CC=C5)C6=CC=CC=C6)Cl (dichlorobis(triphenylphosphine)palladium(II)), Cl[Pd]([P](C1=CC=CC=C1)(C2=CC=CC=C2)C3=CC=CC=C3)([P](C4=CC=CC=C4)(C5=CC=CC=C5)C6=CC=CC=C6)Cl (dichlorobis(triphenylphosphine)palladium(II)), Cl[Pd]([P](C1=CC=CC=C1)(C2=CC=CC=C2)C3=CC=CC=C3)([P](C4=CC=CC=C4)(C5=CC=CC=C5)C6=CC=CC=C6)Cl (dichlorobis(triphenylphosphine)palladium(II)). Solvent: O (water). Run at temperature 110 celsius, time 6 hour. Yields the product NC1=NC=2C=C(C=NC2C2=C1N=C(N2CC(C)(O)C)COCC)C2=CC=C(C=C2)CN (1-[4-amino-7-[4-(aminomethyl)phenyl]-2-(ethoxymethyl)-1H-imidazo[4,5-c][1,5]naphthyridin-1-yl]-2-methylpropan-2-ol). Yield: 66.2%. As a reaction SMILES: [NH2:1][C:2]1[C:11]2[N:12]=[C:13]([CH2:20][O:21][CH2:22][CH3:23])[N:14]([CH2:15][C:16]([CH3:19])([OH:18])[CH3:17])[C:10]=2[C:9]2[N:8]=[CH:7][C:6](Br)=[CH:5][C:4]=2[N:3]=1.Cl.[NH2:26][CH2:27][C:28]1[CH:33]=[CH:32][C:31](B(O)O)=[CH:30][CH:29]=1.C(=O)([O-])[O-].[K+].[K+].COCCOC>Cl[Pd](Cl)([P](C1C=CC=CC=1)(C1C=CC=CC=1)C1C=CC=CC=1)[P](C1C=CC=CC=1)(C1C=CC=CC=1)C1C=CC=CC=1.O>[NH2:1][C:2]1[C:11]2[N:12]=[C:13]([CH2:20][O:21][CH2:22][CH3:23])[N:14]([CH2:15][C:16]([CH3:19])([OH:18])[CH3:17])[C:10]=2[C:9]2[N:8]=[CH:7][C:6]([C:31]3[CH:32]=[CH:33][C:28]([CH2:27][NH2:26])=[CH:29][CH:30]=3)=[CH:5][C:4]=2[N:3]=1 |f:1.2,3.4.5,^1:51,70|. Reported procedure: A suspension of 1-[4-amino-7-bromo-2-(ethoxymethyl)-1H-imidazo[4,5-c][1,5]naphthyridin-1-yl]-2-methylpropan-2-ol (1.6 g, 4.06 mmol), (4-aminomethylphenyl)boronic acid hydrochloride (0.913 g, 4.87 mmol), potassium carbonate (2.5 g, 18 mmol), dichlorobis(triphenylphosphine)palladium(II)(0.028 g, 0.041 mmol), DME (15 mL), and water (7 mL) was stirred under a nitrogen atmosphere and then heated at 110° C. for 18 hours and allowed to cool to room temperature. An analysis by LC/MS indicated the reacti... Procedure: The title compound was prepared from 2-(N-benzyl-N-methylamino)ethanol (2.5 g) obtained in example 8 and 4-fluorobenzaldehyde (2 ml) by an analogous procedure to that described in preparation 23. As a reaction SMILES: [CH2:1]([N:8]([CH2:10][CH2:11][OH:12])[CH3:9])[C:2]1[CH:7]=[CH:6][CH:5]=[CH:4][CH:3]=1.F[C:14]1[CH:21]=[CH:20][C:17]([CH:18]=[O:19])=[CH:16][CH:15]=1>>[CH2:1]([N:8]([CH2:10][CH2:11][O:12][C:14]1[CH:21]=[CH:20][C:17]([CH:18]=[O:19])=[CH:16][CH:15]=1)[CH3:9])[C:2]1[CH:7]=[CH:6][CH:5]=[CH:4][CH:3]=1. Product: C(C1=CC=CC=C1)N(C)CCOC1=CC=C(C=O)C=C1 (4-[2-(N-Benzyl-N-methylamino)ethoxy]benzaldehyde). Starting materials: C(C1=CC=CC=C1)N(C)CCO (2-(N-benzyl-N-methylamino)ethanol), FC1=CC=C(C=O)C=C1 (4-fluorobenzaldehyde). Reactants: CN1N=C(C=C1)NC1=NC=NC2=CC=C(C=C12)O (4-[(1-methyl-1H-pyrazol-3-yl)amino]quinazolin-6-ol), ClC=1C(=NC=C(C1)OCCC1OCCO1)F (3-chloro-5-[2-(1,3-dioxolan-2-yl)ethoxy]-2-fluoropyridine). The product is ClC=1C=C(C=NC1OC=1C=C2C(=NC=NC2=CC1)NC1=NN(C=C1)C)O (5-chloro-6-({4-[(1-methyl-1H-pyrazol-3-yl)amino]quinazolin-6-yl}oxy)pyridin-3-ol). Reaction SMILES: [CH3:1][N:2]1[CH:6]=[CH:5][C:4]([NH:7][C:8]2[C:17]3[C:12](=[CH:13][CH:14]=[C:15]([OH:18])[CH:16]=3)[N:11]=[CH:10][N:9]=2)=[N:3]1.[Cl:19][C:20]1[C:21](F)=[N:22][CH:23]=[C:24]([O:26]CCC2OCCO2)[CH:25]=1>>[Cl:19][C:20]1[CH:25]=[C:24]([OH:26])[CH:23]=[N:22][C:21]=1[O:18][C:15]1[CH:16]=[C:17]2[C:12](=[CH:13][CH:14]=1)[N:11]=[CH:10][N:9]=[C:8]2[NH:7][C:4]1[CH:5]=[CH:6][N:2]([CH3:1])[N:3]=1. Procedure: Using 4-[(1-methyl-1H-pyrazol-3-yl)amino]quinazolin-6-ol and 3-chloro-5-[2-(1,3-dioxolan-2-yl)ethoxy]-2-fluoropyridine, and in the same manner as in Example 6-2) and 6-3) or according to a method similar to it or according to a combination thereof with an ordinary method, 5-chloro-6-({4-[(1-methyl-1H-pyrazol-3-yl)amino]quinazolin-6-yl}oxy)pyridin-3-ol (738 mg) was obtained as a pale yellow amorphous solid. Reactants: COCN1c2cc(CCl)ccc2Sc2nccnc21, Cl, C1CCOC1. The product is ClCc1ccc2c(c1)Nc1nccnc1S2. Reaction SMILES: [Cl:1][CH2:2][c:3]1[cH:4][cH:5][c:6]2[c:7]([cH:19]1)[N:8]([CH2:16][O:17][CH3:18])[c:9]1[c:10]([n:12][cH:13][cH:14][n:15]1)[S:11]2.[ClH:20].[O:21]1[CH2:22][CH2:23][CH2:24][CH2:25]1>>[Cl:1][CH2:2][c:3]1[cH:4][cH:5][c:6]2[c:7]([cH:19]1)[NH:8][c:9]1[c:10]([n:12][cH:13][cH:14][n:15]1)[S:11]2. Starting materials: C1(=CC=CC=C1)P(C1=CC=CC=C1)C1=CC=CC=C1 (triphenylphosphine), CS(=O)(=O)C1=CC=C(C=C1)B(O)O (4-(methanesulfonyl)benzeneboronic acid), BrC1=CC=C(C=C1)C=1OC(=C(N1)CCN1C[C@H](CC1)O)C ((3S)-1-{2-[2-(4-bromophenyl)-5-methyl-1,3-oxazol-4-yl]ethyl}pyrrolidin-3-ol), C([O-])([O-])=O.[K+].[K+] (potassium carbonate). The reagents and catalysts are C(C)(=O)[O-].[Pd+2].C(C)(=O)[O-] (palladium (II) acetate). Run in C(C)#N (acetonitrile), O (water). Yields the product C(C)(=O)O.O[C@@H]1CN(CC1)CCC=1N=C(OC1C)C1=CC=C(C=C1)C1=CC=C(C=C1)S(=O)(=O)C (4-{[(3S)-3-Hydroxypyrrolidin-1-yl]ethyl}-2-[4′-(methylsulfonyl)biphenyl-4-yl]-5-methyl-1,3-oxazole acetate). Reaction SMILES: C1(P(C2C=CC=CC=2)C2C=CC=CC=2)C=CC=CC=1.[CH3:20][S:21]([C:24]1[CH:29]=[CH:28][C:27](B(O)O)=[CH:26][CH:25]=1)(=[O:23])=[O:22].Br[C:34]1[CH:39]=[CH:38][C:37]([C:40]2[O:41][C:42]([CH3:53])=[C:43]([CH2:45][CH2:46][N:47]3[CH2:51][CH2:50][C@H:49]([OH:52])[CH2:48]3)[N:44]=2)=[CH:36][CH:35]=1.C(=O)([O-])[O-].[K+].[K+]>C([O-])(=O)C.[Pd+2].C([O-])(=O)C.O.C(#N)C>[C:49]([OH:52])(=[O:22])[CH3:50].[OH:52][C@H:49]1[CH2:50][CH2:51][N:47]([CH2:46][CH2:45][C:43]2[N:44]=[C:40]([C:37]3[CH:38]=[CH:39][C:34]([C:27]4[CH:28]=[CH:29][C:24]([S:21]([CH3:20])(=[O:23])=[O:22])=[CH:25][CH:26]=4)=[CH:35][CH:36]=3)[O:41][C:42]=2[CH3:53])[CH2:48]1 |f:3.4.5,6.7.8,11.12|. Procedure details: Prepare using the method of Example 103 with palladium (II) acetate (0.002 g, 0.008 mmol), anhydrous acetonitrile (4 mL), triphenylphosphine (0.009 g, 0.034 mmol), distilled water (1 mL), 4-(methanesulfonyl)benzeneboronic acid (0.096 g, 0.45 mmol), (3S)-1-{2-[2-(4-bromophenyl)-5-methyl-1,3-oxazol-4-yl]ethyl}pyrrolidin-3-ol (See Example 108) (0.150 g, 0.43 mmol) and potassium carbonate (0.177 g, 1.28 mmol). Additionally purify using mass guided HPLC to give the title compound as a cream coloured ... The reactants are O=C([O-])O, OC1CCCCCC1c1cc(Cl)ccc1Cl, ClCCl, [Na+], [Na+], [Na+], O=S([O-])([O-])=S. Reaction SMILES: [C:17](=[O:18])([OH:19])[O-:20].[Cl:1][c:2]1[c:3]([CH:9]2[CH:10]([OH:16])[CH2:11][CH2:12][CH2:13][CH2:14][CH2:15]2)[cH:4][c:5]([Cl:8])[cH:6][cH:7]1.[Cl:29][CH2:30][Cl:31].[Na+:21].[Na+:27].[Na+:28].[S:22]([O-:23])([O-:24])(=[O:25])=[S:26]>>[Cl:1][c:2]1[c:3]([CH:9]2[C:10](=[O:16])[CH2:11][CH2:12][CH2:13][CH2:14][CH2:15]2)[cH:4][c:5]([Cl:8])[cH:6][cH:7]1. Yields the product O=C1CCCCCC1c1cc(Cl)ccc1Cl.